This data is from the Open Reaction Database (ORD), a public repository of structured organic reaction records. The task is: describe an organic reaction: reactants, conditions, products, and yield Starting materials: three-mouth, ClC1=NC(=C2NC=NC2=N1)Cl (2,6-dichloropurine), C(C)(=O)OCC (ethyl acetate), pyridinium salt, acid, Cl.CNC (Dimethylamine hydrochloride), O1CCCC=C1 (2,3-dihydropyrane). The solvent is C(C)N(CC)CC (triethylamine). Conditions: time 5 minute. Yields the product N1=CN=C2N=CNC2=C1 (purin). Yield: 140.0%. As a reaction SMILES: Cl[C:2]1[N:10]=[C:9]2[C:5]([NH:6][CH:7]=[N:8]2)=[C:4](Cl)[N:3]=1.C(OCC)(=O)C.O1C=CCCC1.Cl.CNC>C(N(CC)CC)C>[N:3]1[CH:4]=[C:5]2[C:9]([N:8]=[CH:7][NH:6]2)=[N:10][CH:2]=1 |f:3.4|. Reported procedure: In a 100 ml three-mouth bottle, 2,6-dichloropurine (10 g), ethyl acetate (50 ml), pyridinium salt of paratoluenesulfonic acid (0.2 g) are mixed. The above mixture is stirred and heated to a temperature of 35° C., 2,3-dihydropyrane (12 ml) is added thereto within 5 min. The above mixture is reacted at 50˜60° C. for 3 h. The completion of reaction is checked with TCL analysis. Dimethylamine hydrochloride (7.3 g) is added to the bottle, and triethylamine (22 ml) is added thereto at the temperature ... Reactants: CC=1NC2=CC=C(C(=C2C1)C(F)(F)F)C#N (2-methyl-4-(trifluoromethyl)-1H-indole-5-carbonitrile), BrC(C(=O)OC)CC (methyl 2-bromobutanoate). Yields the product C(#N)C=1C(=C2C=C(N(C2=CC1)C(C(=O)OC)CC)C)C(F)(F)F (Methyl 2-[5-cyano-2-methyl-4-(trifluoromethyl)-1H-indol-1-yl]butanoate). As a reaction SMILES: [CH3:1][C:2]1[NH:3][C:4]2[C:9]([CH:10]=1)=[C:8]([C:11]([F:14])([F:13])[F:12])[C:7]([C:15]#[N:16])=[CH:6][CH:5]=2.Br[CH:18]([CH2:23][CH3:24])[C:19]([O:21][CH3:22])=[O:20]>>[C:15]([C:7]1[C:8]([C:11]([F:12])([F:14])[F:13])=[C:9]2[C:4](=[CH:5][CH:6]=1)[N:3]([CH:18]([CH2:23][CH3:24])[C:19]([O:21][CH3:22])=[O:20])[C:2]([CH3:1])=[CH:10]2)#[N:16]. Procedure: Synthesized in a manner similar to Example 1 using 2-methyl-4-(trifluoromethyl)-1H-indole-5-carbonitrile and methyl 2-bromobutanoate: MS (ESI): m/z 325 (MH+). Starting materials: CCC1(C)CC(c2ccc(F)c(Cl)c2)N(CCC(C)C)c2ccc(C(=O)OC)nc21, CO, [Na+], C1CCOC1, [OH-], O. The product is CCC1(C)CC(c2ccc(F)c(Cl)c2)N(CCC(C)C)c2ccc(C(=O)O)nc21. RXN SMILES: [CH3:1][O:2][C:3](=[O:4])[c:5]1[n:6][c:7]2[c:12]([cH:13][cH:14]1)[N:11]([CH2:15][CH2:16][CH:17]([CH3:18])[CH3:19])[CH:10]([c:20]1[cH:21][c:22]([Cl:27])[c:23]([F:26])[cH:24][cH:25]1)[CH2:9][C:8]2([CH3:28])[CH2:29][CH3:30].[CH3:38][OH:39].[Na+:32].[O:33]1[CH2:34][CH2:35][CH2:36][CH2:37]1.[OH-:31].[OH2:40]>>[O:2]=[C:3]([OH:4])[c:5]1[n:6][c:7]2[c:12]([cH:13][cH:14]1)[N:11]([CH2:15][CH2:16][CH:17]([CH3:18])[CH3:19])[CH:10]([c:20]1[cH:21][c:22]([Cl:27])[c:23]([F:26])[cH:24][cH:25]1)[CH2:9][C:8]2([CH3:28])[CH2:29][CH3:30]. Starting materials: OC1=C(C(NC(=C1)C(C)C)=O)[N+](=O)[O-] (4-hydroxy-6-isopropyl-3-nitro-1H-pyridin-2-one), O=P(Cl)(Cl)Cl (POCl3). The reagents and catalysts are [Cl-].C(C1=CC=CC=C1)[N+](CC)(CC)CC (benzyltriethylammonium chloride). Run in CC#N (CH3CN). Run at time 7.5 minute. Product: ClC1=C(C(NC(=C1)C(C)C)=O)[N+](=O)[O-] (4-Chloro-6-isopropyl-3-nitro-1H-pyridin-2-one). RXN SMILES: O[C:2]1[CH:7]=[C:6]([CH:8]([CH3:10])[CH3:9])[NH:5][C:4](=[O:11])[C:3]=1[N+:12]([O-:14])=[O:13].O=P(Cl)(Cl)[Cl:17]>CC#N.[Cl-].C([N+](CC)(CC)CC)C1C=CC=CC=1>[Cl:17][C:2]1[CH:7]=[C:6]([CH:8]([CH3:10])[CH3:9])[NH:5][C:4](=[O:11])[C:3]=1[N+:12]([O-:14])=[O:13] |f:3.4|. Reported procedure: To a suspension of 4-hydroxy-6-isopropyl-3-nitro-1H-pyridin-2-one (3.02 g, 15.2 mmol) in CH3CN (60 mL) at room temperature is added benzyltriethylammonium chloride (13.88 g, 61.0 mmol). The mixture is stirred at room temperature for 5-10 min, and then POCl3 (6.25 mL, 67.1 mmol) is added. The reaction mixture is stirred at room temperature for 15 min and then at reflux for 1 h. After cooling, the reaction mixture is concentrated in vacuo. The flask is then placed in an ice bath, and the residue t... The reactants are S1C2=C(C(=C1)CNC(C)C)C=CC=C2 ((benzo[b]thiophen-3-ylmethyl)isopropylamine), [N+](=O)([O-])CC(=O)OCC (ethyl nitroacetate). The solvent is C=1(C(=CC=CC1)C)C (xylene). Reaction conditions: temperature 100 celsius, time 5 hour. Product: C(C)OC(C(CC=1C2=C(SC1)C=CC=C2)[N+](=O)[O-])=O (3-(benzo[b]thiophen-3-yl)-2-nitropropionic acid ethyl ester). Yield: 74.8%. Reaction SMILES: [S:1]1[CH:5]=[C:4]([CH2:6]NC(C)C)[C:3]2[CH:11]=[CH:12][CH:13]=[CH:14][C:2]1=2.[N+:15]([CH2:18][C:19]([O:21][CH2:22][CH3:23])=[O:20])([O-:17])=[O:16]>C1(C)C(C)=CC=CC=1>[CH2:22]([O:21][C:19](=[O:20])[CH:18]([N+:15]([O-:17])=[O:16])[CH2:6][C:4]1[C:3]2[CH:11]=[CH:12][CH:13]=[CH:14][C:2]=2[S:1][CH:5]=1)[CH3:23]. Procedure details: In 50 ml of dry xylene were dissolved 10.97 g of (benzo[b]thiophen-3-ylmethyl)isopropylamine and 13.3 g of ethyl nitroacetate and the temperature of the solution was raised to 100° C. with stirring under nitrogen gas stream. After 5 hours. insoluble matter was filtered off, the solvent was distilled off under reduced pressure from the filtrate, and the residue was dissolved in 500 ml of ethyl acetate. The solution was washed thrice with 100 ml of an aqueous 5% citric acid solution, thrice with 1... Solvent: C(Cl)Cl (methylene chloride), C(Cl)Cl (methylene chloride). Procedure details: A suspension of 54.5 mg (0.159 mmol) of 6,7-dimethoxy-4-phenyl-2,3,4,5-tetrahydro-1H-benz[e]isoindole hydrochloride, from Step 6, in 2 mL of methylene chloride was cooled to -78° C. and 0.64 mL of a 1M solution of boron tribromide in methylene chloride was added. The reaction was warmed to ambient temperature for 1 h and cooled to -78° C. before 1 mL of methanol was added. After warming to ambient temperature for 1 h, the solvents were removed in vacuo. Additional methanol (5 mL) was added and r... Isolated yield 58.0%. Yields the product C(=O)O.OC1=C(C=CC=2C=3CNCC3C(CC21)C2=CC=CC=C2)O (6,7-Dihydroxy-4-phenyl-2,3,4,5-tetrahydro-1H-benz[e]isoindole Formic Acid Salt). Reactants: Cl.COC1=C(C=CC=2C=3CNCC3C(CC21)C2=CC=CC=C2)OC (6,7-dimethoxy-4-phenyl-2,3,4,5-tetrahydro-1H-benz[e]isoindole hydrochloride), CO (methanol), solution, B(Br)(Br)Br (boron tribromide). Reaction SMILES: Cl.C[O:3][C:4]1[C:16]2[CH2:15][CH:14]([C:17]3[CH:22]=[CH:21][CH:20]=[CH:19][CH:18]=3)[C:13]3[CH2:12][NH:11][CH2:10][C:9]=3[C:8]=2[CH:7]=[CH:6][C:5]=1[O:23][CH3:24].B(Br)(Br)Br.C[OH:30]>C(Cl)Cl>[CH:24]([OH:23])=[O:30].[OH:3][C:4]1[C:16]2[CH2:15][CH:14]([C:17]3[CH:18]=[CH:19][CH:20]=[CH:21][CH:22]=3)[C:13]3[CH2:12][NH:11][CH2:10][C:9]=3[C:8]=2[CH:7]=[CH:6][C:5]=1[OH:23] |f:0.1,5.6|.